describe an organic reaction: reactants, conditions, products, and yield From a dataset of the Open Reaction Database (ORD), a public repository of structured organic reaction records. Yields the product N#CCC(=O)c1cccs1. Reaction SMILES: [CH2:21]([Cl:22])[Cl:23].[CH3:11][C:12]([CH3:13])([O-:14])[CH3:15].[CH3:17][C:18]#[N:19].[K+:16].[OH2:20].[s:1]1[c:2]([C:6]([O:8][CH2:7][CH3:9])=[O:10])[cH:3][cH:4][cH:5]1>>[s:1]1[c:2]([C:6](=[O:8])[CH2:17][C:18]#[N:19])[cH:3][cH:4][cH:5]1. The reactants are ClCCl, CC(C)(C)[O-], CC#N, [K+], O, CCOC(=O)c1cccs1. Reactants: O=C(OC(Cl)(Cl)Cl)OC(Cl)(Cl)Cl, Cl, c1ccc2c(c1)CCCCN2, C1CCOC1, c1ccncc1. The product is O=C(Cl)N1CCCCc2ccccc21. RXN SMILES: [Cl:12][C:13]([Cl:14])([O:15][C:16](=[O:17])[O:18][C:19]([Cl:20])([Cl:21])[Cl:22])[Cl:23].[ClH:24].[NH:1]1[CH2:2][CH2:3][CH2:4][CH2:5][c:6]2[c:7]1[cH:8][cH:9][cH:10][cH:11]2.[O:25]1[CH2:26][CH2:27][CH2:28][CH2:29]1.[cH:30]1[cH:31][cH:32][n:33][cH:34][cH:35]1>>[N:1]1([C:13]([Cl:12])=[O:15])[CH2:2][CH2:3][CH2:4][CH2:5][c:6]2[c:7]1[cH:8][cH:9][cH:10][cH:11]2.